Dataset: the Open Reaction Database (ORD), a public repository of structured organic reaction records. Task: describe an organic reaction: reactants, conditions, products, and yield Starting materials: O=C([O-])[O-], CCOC(C)=O, CC(CCl)NC(=O)OC(C)(C)C, Oc1cccc(F)c1, [K+], [K+], CN(C)C=O. Yields the product CC(COc1cccc(F)c1)NC(=O)OC(C)(C)C. RXN SMILES: [C:21](=[O:22])([O-:23])[O-:24].[CH3:32][CH2:33][O:34][C:35](=[O:36])[CH3:37].[Cl:1][CH2:2][CH:3]([CH3:4])[NH:5][C:6]([O:7][C:8]([CH3:9])([CH3:10])[CH3:11])=[O:12].[F:13][c:14]1[cH:15][c:16]([OH:20])[cH:17][cH:18][cH:19]1.[K+:25].[K+:26].[O:27]=[CH:28][N:29]([CH3:30])[CH3:31]>>[CH2:2]([CH:3]([CH3:4])[NH:5][C:6]([O:7][C:8]([CH3:9])([CH3:10])[CH3:11])=[O:12])[O:20][c:16]1[cH:15][c:14]([F:13])[cH:19][cH:18][cH:17]1.